This data is from the Open Reaction Database (ORD), a public repository of structured organic reaction records. The task is: describe an organic reaction: reactants, conditions, products, and yield The reactants are Cl (hydrochloric acid), solution, ClC1=C(C=C(C=C1)N1CCN(CCC1)C(=O)OC(C)(C)C)C(=O)NCCC12CC3CC(CC(C1)C3)C2 (4-[4-Chloro-3-[[(2-tricyclo[3.3.1.13,7]dec-1-ylethyl)amino]carbonyl]phenyl]-hexahydro-1H-1,4-diazepine-1-carboxylic acid, 1,1-dimethylethyl ester). The solvent is O1CCOCC1 (dioxane), CO (methanol). Reaction conditions: time 14 hour. The product is Cl.ClC1=C(C(=O)NCCC23CC4CC(CC(C2)C4)C3)C=C(C=C1)N1CCNCCC1 (2-Chloro-5-(hexahydro-1H-1,4-diazepin-1-yl)-N-(2-tricyclo[3.3.1.13,7]dec-1-ylethyl)-benzamide, hydrochloride salt). The yield is 73.2%. Reaction SMILES: [Cl:1][C:2]1[CH:7]=[CH:6][C:5]([N:8]2[CH2:14][CH2:13][CH2:12][N:11](C(OC(C)(C)C)=O)[CH2:10][CH2:9]2)=[CH:4][C:3]=1[C:22]([NH:24][CH2:25][CH2:26][C:27]12[CH2:36][CH:31]3[CH2:32][CH:33]([CH2:35][CH:29]([CH2:30]3)[CH2:28]1)[CH2:34]2)=[O:23].Cl>CO.O1CCOCC1>[ClH:1].[Cl:1][C:2]1[CH:7]=[CH:6][C:5]([N:8]2[CH2:14][CH2:13][CH2:12][NH:11][CH2:10][CH2:9]2)=[CH:4][C:3]=1[C:22]([NH:24][CH2:25][CH2:26][C:27]12[CH2:34][CH:33]3[CH2:35][CH:29]([CH2:30][CH:31]([CH2:32]3)[CH2:36]1)[CH2:28]2)=[O:23] |f:4.5|. Procedure details: 4-[4-Chloro-3-[[(2-tricyclo[3.3.1.13,7]dec-1-ylethyl)amino]carbonyl]phenyl]-hexahydro-1H-1,4-diazepine-1-carboxylic acid, 1,1-dimethylethyl ester (0.053 g, Example 74a) was dissolved in methanol (5 ml) and hydrochloric acid (0.5 ml from a 4N solution in dioxane) was added. After stirring at room temperature for 14 h, the mixture was evaporated to ¾ original volume under reduced pressure. Diethyl ether was gradually added to the solution and the resulting precipitate was collected by filtration, ... The reactants are O.O.O.O.O.S(=S)(=O)([O-])[O-].[Na+].[Na+] (sodium thiosulfate pentahydrate), C(C=O)(=O)OCC (Ethyl glyoxylate), [I-] (iodide), C(CCCCCCCCCCCCCCCCC)NC=1C(=CC=CC1)N (N-octadecyl-1,2-benzenediamine). Solvent: O (water), C(C)O (ethanol), C(C)(=O)OCC (ethyl acetate). Run at time 2 hour. Product: C(CCCCCCCCCCCCCCCCC)N1C(=NC2=C1C=CC=C2)C(=O)OCC (Ethyl 1-octadecyl-1H-benzimidazole-2-carboxylate). Isolated yield 75.6%. RXN SMILES: [C:1]([O:5][CH2:6][CH3:7])(=[O:4])[CH:2]=O.[I-].[CH2:9]([NH:27][C:28]1[C:29]([NH2:34])=[CH:30][CH:31]=[CH:32][CH:33]=1)[CH2:10][CH2:11][CH2:12][CH2:13][CH2:14][CH2:15][CH2:16][CH2:17][CH2:18][CH2:19][CH2:20][CH2:21][CH2:22][CH2:23][CH2:24][CH2:25][CH3:26].O.O.O.O.O.S([O-])([O-])(=O)=S.[Na+].[Na+]>C(O)C.O.C(OCC)(=O)C>[CH2:9]([N:27]1[C:28]2[CH:33]=[CH:32][CH:31]=[CH:30][C:29]=2[N:34]=[C:2]1[C:1]([O:5][CH2:6][CH3:7])=[O:4])[CH2:10][CH2:11][CH2:12][CH2:13][CH2:14][CH2:15][CH2:16][CH2:17][CH2:18][CH2:19][CH2:20][CH2:21][CH2:22][CH2:23][CH2:24][CH2:25][CH3:26] |f:3.4.5.6.7.8.9.10|. Reported procedure: Ethyl glyoxylate (7.861 g) and iodide (4.886 g) were added to a solution containing N-octadecyl-1,2-benzenediamine (6.940 g) in ethanol (100 ml) and the mixture was stirred for 2 hours at room temperature. A solution containing sodium thiosulfate pentahydrate (4.813 g) in water (60 ml) was added dropwise to the reaction mixture while being stirred. The reaction mixture, with ethyl acetate added thereto, was washed with saturated brine, dried over sodium sulfate anhydride, and concentrated. The r... Reactants: C(C)OC(C1=CC(=C(C=C1)NC(C(O)(C1CCCCC1)C=1N(N=C2CCCCC12)C1=CC=C(C=C1)Cl)=O)F)=O (4-{2-[2-(4-chloro-phenyl)-4,5,6,7-tetrahydro-2H-indazol-3-yl]-2-cyclohexyl-2-hydroxy-acetylamino}-3-fluoro-benzoic acid ethyl ester), [OH-].[Li+] (lithium hydroxide). Run in C1CCOC1.CO (THF MeOH). Reaction conditions: time 12 hour. Product: ClC1=CC=C(C=C1)N1N=C2CCCCC2=C1C(C(=O)NC1=C(C=C(C(=O)O)C=C1)F)(O)C1CCCCC1 (4-{2-[2-(4-Chloro-phenyl)-4,5,6,7-tetrahydro-2H-indazol-3-yl]-2-cyclohexyl-2-hydroxy-acetylamino}-3-fluoro-benzoic acid). Isolated yield 121.0%. RXN SMILES: C([O:3][C:4](=[O:39])[C:5]1[CH:10]=[CH:9][C:8]([NH:11][C:12](=[O:37])[C:13]([C:21]2[N:22]([C:30]3[CH:35]=[CH:34][C:33]([Cl:36])=[CH:32][CH:31]=3)[N:23]=[C:24]3[C:29]=2[CH2:28][CH2:27][CH2:26][CH2:25]3)([CH:15]2[CH2:20][CH2:19][CH2:18][CH2:17][CH2:16]2)[OH:14])=[C:7]([F:38])[CH:6]=1)C.[OH-].[Li+]>C1COCC1.CO>[Cl:36][C:33]1[CH:32]=[CH:31][C:30]([N:22]2[C:21]([C:13]([CH:15]3[CH2:20][CH2:19][CH2:18][CH2:17][CH2:16]3)([OH:14])[C:12]([NH:11][C:8]3[CH:9]=[CH:10][C:5]([C:4]([OH:39])=[O:3])=[CH:6][C:7]=3[F:38])=[O:37])=[C:29]3[C:24]([CH2:25][CH2:26][CH2:27][CH2:28]3)=[N:23]2)=[CH:35][CH:34]=1 |f:1.2,3.4|. Procedure details: To a solution of 4-{2-[2-(4-chloro-phenyl)-4,5,6,7-tetrahydro-2H-indazol-3-yl]-2-cyclohexyl-2-hydroxy-acetylamino}-3-fluoro-benzoic acid ethyl ester (6 mg, 11 μmol) in THF/MeOH 1/1 (0.2 ml) was a added a 1 N aqueous lithium hydroxide solution (60 μl, 60 μmol) at ambient temperature under an argon atmosphere. The reaction mixture was stirred for 12 h at ambient temperature and poured onto ice water/1 N aqueous NaOH solution 1/1. The layers were separated, the aqueous layer was acidified with ice ...